From a dataset of the Open Reaction Database (ORD), a public repository of structured organic reaction records. describe an organic reaction: reactants, conditions, products, and yield The reactants are CCCCc1ccc(C(=O)O)cc1, Cc1ccccc1, Cl, O=S=O, O=S(Cl)Cl. The product is CCCCc1ccc(C(=O)Cl)cc1. RXN SMILES: [CH2:1]([CH2:2][CH2:3][CH3:4])[c:5]1[cH:6][cH:7][c:8]([C:9](=[O:10])[OH:11])[cH:12][cH:13]1.[CH3:22][c:23]1[cH:24][cH:25][cH:26][cH:27][cH:28]1.[ClH:18].[O:19]=[S:20]=[O:21].[S:14]([Cl:15])([Cl:16])=[O:17]>>[CH2:1]([CH2:2][CH2:3][CH3:4])[c:5]1[cH:6][cH:7][c:8]([C:9](=[O:10])[Cl:16])[cH:12][cH:13]1. The reactants are CNC1CCNC1, O=C(O)c1nc2c(s1)CCOc1cc(-c3cn[nH]c3)ccc1-2. Product: CNC1CCN(C(=O)c2nc3c(s2)CCOc2cc(-c4cn[nH]c4)ccc2-3)C1. RXN SMILES: [CH3:23][NH:24][CH:25]1[CH2:26][NH:27][CH2:28][CH2:29]1.[nH:1]1[n:2][cH:3][c:4](-[c:6]2[cH:7][c:8]3[c:9]([cH:21][cH:22]2)-[c:10]2[n:11][c:12]([C:18](=[O:19])[OH:20])[s:13][c:14]2[CH2:15][CH2:16][O:17]3)[cH:5]1>>[n:1]1[nH:2][cH:3][c:4](-[c:6]2[cH:7][c:8]3[c:9]([cH:21][cH:22]2)-[c:10]2[n:11][c:12]([C:18](=[O:19])[N:27]4[CH2:26][CH:25]([NH:24][CH3:23])[CH2:29][CH2:28]4)[s:13][c:14]2[CH2:15][CH2:16][O:17]3)[cH:5]1. The reactants are ClC1=C(C=C(C(=C1)C)OC)N1N=C(N(C1=O)C(F)F)C (1-(2-chloro-4-methyl-5-methoxyphenyl)-4-difluoromethyl-4,5-dihydro-3-methyl-1,2,4-triazol-5(1H)-one), B(Br)(Br)Br (boron tribromide), resultant mixture. The solvent is petroleum ether diethyl ether, C(Cl)Cl (methylene chloride). The product is ClC1=C(C=C(C(=C1)C)O)N1N=C(N(C1=O)C(F)F)C (1-(2-chloro-4-methyl-5-hydroxyphenyl)-4-difluoromethyl-4,5-dihydro-3-methyl-1,2,4-triazol-5(1H)-one). Isolated yield 68.4%. RXN SMILES: [Cl:1][C:2]1[CH:7]=[C:6]([CH3:8])[C:5]([O:9]C)=[CH:4][C:3]=1[N:11]1[C:15](=[O:16])[N:14]([CH:17]([F:19])[F:18])[C:13]([CH3:20])=[N:12]1.B(Br)(Br)Br>C(Cl)Cl>[Cl:1][C:2]1[CH:7]=[C:6]([CH3:8])[C:5]([OH:9])=[CH:4][C:3]=1[N:11]1[C:15](=[O:16])[N:14]([CH:17]([F:19])[F:18])[C:13]([CH3:20])=[N:12]1. Reported procedure: To a stirred solution of 16.0 g (0.053 mole) of 1-(2-chloro-4-methyl-5-methoxyphenyl)-4-difluoromethyl-4,5-dihydro-3-methyl-1,2,4-triazol-5(1H)-one in 100 mL of methylene chloride at 10° C. was added dropwise 39.6 g (0.16 mole) of boron tribromide. The resultant mixture was stirred at room temperature for two days. This mixture was washed with 100 mL of water. The organic layer was dried with anhydrous magnesium sulfate and filtered. The filtrate was concentrated under reduced pressure to leave ...